describe an organic reaction: reactants, conditions, products, and yield From a dataset of the Open Reaction Database (ORD), a public repository of structured organic reaction records. The reactants are C(C)(C)(C)OC(=O)[C@H](CC1=CC=C(C=C1)OC(=O)N1CCN(CC1)C(=O)OC1=CC=C(C=C1)C[C@H](NC(=O)[C@H]1N(CSC1(C)C)S(=O)(=O)C1=CC=C(C=C1)C)C(=O)OC(C)(C)C)NC(=O)[C@H]1N(CSC1(C)C)S(=O)(=O)C1=CC=C(C=C1)C (Piperazine-1,4dicarboxylic Acid Bis-{4-[(2S)-2-tert-butoxycarbonyl-2-((4R)-5,5-dimethyl-3-(toluene-4-sulfonyl)thiazolidine-4-carboxamido)ethyl]phenyl} Ester). Run in C(=O)O (formic acid). Yields the product C(=O)(O)[C@H](CC1=CC=C(C=C1)OC(=O)N1CCN(CC1)C(=O)OC1=CC=C(C=C1)C[C@H](NC(=O)[C@H]1N(CSC1(C)C)S(=O)(=O)C1=CC=C(C=C1)C)C(=O)O)NC(=O)[C@H]1N(CSC1(C)C)S(=O)(=O)C1=CC=C(C=C1)C (Piperazine-1,4-dicarboxylic Acid Bis-{4-[(2S)-2-carboxy-2-((4R)-5,5-dimethyl-3-(toluene-4-sulfonyl)thiazolidine-4-carboxamido)ethyl]phenyl} Ester). RXN SMILES: C([O:5][C:6]([C@@H:8]([NH:63][C:64]([C@@H:66]1[C:70]([CH3:72])([CH3:71])[S:69][CH2:68][N:67]1[S:73]([C:76]1[CH:81]=[CH:80][C:79]([CH3:82])=[CH:78][CH:77]=1)(=[O:75])=[O:74])=[O:65])[CH2:9][C:10]1[CH:15]=[CH:14][C:13]([O:16][C:17]([N:19]2[CH2:24][CH2:23][N:22]([C:25]([O:27][C:28]3[CH:33]=[CH:32][C:31]([CH2:34][C@@H:35]([C:56]([O:58]C(C)(C)C)=[O:57])[NH:36][C:37]([C@@H:39]4[C:43]([CH3:45])([CH3:44])[S:42][CH2:41][N:40]4[S:46]([C:49]4[CH:54]=[CH:53][C:52]([CH3:55])=[CH:51][CH:50]=4)(=[O:48])=[O:47])=[O:38])=[CH:30][CH:29]=3)=[O:26])[CH2:21][CH2:20]2)=[O:18])=[CH:12][CH:11]=1)=[O:7])(C)(C)C>C(O)=O>[C:56]([C@@H:35]([NH:36][C:37]([C@@H:39]1[C:43]([CH3:44])([CH3:45])[S:42][CH2:41][N:40]1[S:46]([C:49]1[CH:50]=[CH:51][C:52]([CH3:55])=[CH:53][CH:54]=1)(=[O:48])=[O:47])=[O:38])[CH2:34][C:31]1[CH:32]=[CH:33][C:28]([O:27][C:25]([N:22]2[CH2:21][CH2:20][N:19]([C:17]([O:16][C:13]3[CH:12]=[CH:11][C:10]([CH2:9][C@@H:8]([C:6]([OH:7])=[O:5])[NH:63][C:64]([C@@H:66]4[C:70]([CH3:72])([CH3:71])[S:69][CH2:68][N:67]4[S:73]([C:76]4[CH:81]=[CH:80][C:79]([CH3:82])=[CH:78][CH:77]=4)(=[O:75])=[O:74])=[O:65])=[CH:15][CH:14]=3)=[O:18])[CH2:24][CH2:23]2)=[O:26])=[CH:29][CH:30]=1)([OH:58])=[O:57]. Reported procedure: The title compound was prepared by hydrolysis of the di-t-butyl ester from Example 299 with formic acid to give a white foam (300 mg, quantitative). The reactants are C[O-].[Na+] (sodium methanolate), CO (methanol), Cl.ClCC1CCNCC1 (4-chloromethylpiperidine hydrochloride), C1(=CC=CC=C1)O (phenol). The solvent is C(C)OCC (diethyl ether), CN(C=O)C (N,N-dimethyl formamide). Product: O(C1=CC=CC=C1)CC1CCNCC1 (4-phenoxymethylpiperidine). The yield is 32.4%. RXN SMILES: C[O-].[Na+].CO.[C:6]1([OH:12])[CH:11]=[CH:10][CH:9]=[CH:8][CH:7]=1.Cl.Cl[CH2:15][CH:16]1[CH2:21][CH2:20][NH:19][CH2:18][CH2:17]1>C(OCC)C.CN(C)C=O>[O:12]([CH2:15][CH:16]1[CH2:21][CH2:20][NH:19][CH2:18][CH2:17]1)[C:6]1[CH:11]=[CH:10][CH:9]=[CH:8][CH:7]=1 |f:0.1,4.5|. Reported procedure: To a mixture of 28 ml of 30% sodium methanolate solution and 50 ml methanol, there are added 14.1 g (0.15 mole) of phenol. The reaction mixture is evaporated, mixed with 50 ml of N,N-dimethyl formamide and 7.8 g (0.05 mole) of 4-chloromethylpiperidine hydrochloride and heated for 18 hours at 70°-80° C. After cooling, the reaction mixture is mixed with diethyl ether, washed with water and dilute aqueous sodium hydroxide solution, dried over anhydrous sodium sulfate and evaporated in a vacuum. The... Reaction SMILES: [CH3:1][S:2]([C:5]1[CH:10]=[CH:9][C:8]([F:11])=[CH:7][CH:6]=1)(=[O:4])=[O:3].C1OC1C.CS([C:20]1[CH:25]=[CH:24][C:23]([O:26]C2C=CC=CC=2)=[CH:22][CH:21]=1)(=O)=O>>[F:11][C:8]1[CH:9]=[CH:10][C:5]([S:2]([CH2:1][CH:22]2[CH2:21][CH2:20][CH2:25][CH2:24][CH:23]2[OH:26])(=[O:4])=[O:3])=[CH:6][CH:7]=1. Reactants: CS(=O)(=O)C1=CC=C(C=C1)F (4-fluorophenyl methyl sulfone), C1C(C)O1 (propylene oxide), CS(=O)(=O)C1=CC=C(C=C1)OC1=CC=CC=C1 (1-(methylsulfonyl)-4-phenoxybenzene). Reported procedure: The desired product was prepared by substituting cyclohexene oxide and 4-fluorophenyl methyl sulfone for propylene oxide and 1-(methylsulfonyl)-4-phenoxybenzene, respectively, in Example 120A. Yields the product FC1=CC=C(C=C1)S(=O)(=O)CC1C(CCCC1)O (2-(((4-fluorophenyl)sulfonyl)methyl)cyclohexanol).